This data is from the Open Reaction Database (ORD), a public repository of structured organic reaction records. The task is: describe an organic reaction: reactants, conditions, products, and yield Reactants: [BH4-].[Na+] (NaBH4), NC1=CC=CC=2N=C(NC21)C (4-amino-2-methylbenzimidazole), C(C1=CC=CC=C1)=O (benzaldehyde), C1(=CC=C(C=C1)S(=O)(=O)O)C (paratoluene sulfonic acid). The solvent is C1(=CC=CC=C1)C (toluene), O (water), CO (methanol). Run at time 2 hour. Product: C(C1=CC=CC=C1)NC1=CC=CC=2N=C(NC21)C (4-benzylamino-2-methyl benzimidazole). Isolated yield 1.6%. RXN SMILES: [NH2:1][C:2]1[C:10]2[NH:9][C:8]([CH3:11])=[N:7][C:6]=2[CH:5]=[CH:4][CH:3]=1.[CH:12](=O)[C:13]1[CH:18]=[CH:17][CH:16]=[CH:15][CH:14]=1.C1(C)C=CC(S(O)(=O)=O)=CC=1.[BH4-].[Na+]>C1(C)C=CC=CC=1.CO.O>[CH2:12]([NH:1][C:2]1[C:10]2[NH:9][C:8]([CH3:11])=[N:7][C:6]=2[CH:5]=[CH:4][CH:3]=1)[C:13]1[CH:18]=[CH:17][CH:16]=[CH:15][CH:14]=1 |f:3.4|. Reported procedure: A mixture of 3.8 g (0.026 mol) 4-amino-2-methylbenzimidazole, 2.7 g (0.026 mol) benzaldehyde and 0.05 g paratoluene sulfonic acid in 250 ml toluene was refluxed and the water formed was separated during 20 h. Upon cooling the volatiles were removed under reduced pressure. The residue obtained was suspended in 150 ml methanol and 1.8 g (0.048 mol) NaBH4 was added. The mixture was stirred at room temperature for 2 h and methanol was removed under reduced pressure. The residue was dissolved in meth... The reactants are CCOC(=O)CC(=O)OCC, CC(C)(C)c1ccc(C(=O)Cl)cc1, [Cl-], [H-], [NH4+], [Na+], C1CCOC1. The product is CCOC(=O)C(C(=O)OCC)C(=O)c1ccc(C(C)(C)C)cc1. Reaction SMILES: [C:14]([CH2:15][C:16](=[O:17])[O:18][CH2:19][CH3:20])(=[O:21])[O:22][CH2:23][CH3:24].[C:1]([CH3:2])([CH3:3])([CH3:4])[c:5]1[cH:6][cH:7][c:8]([C:9](=[O:10])[Cl:11])[cH:12][cH:13]1.[Cl-:27].[H-:25].[NH4+:28].[Na+:26].[O:29]1[CH2:30][CH2:31][CH2:32][CH2:33]1>>[C:1]([CH3:2])([CH3:3])([CH3:4])[c:5]1[cH:6][cH:7][c:8]([C:9](=[O:10])[CH:15]([C:14](=[O:21])[O:22][CH2:23][CH3:24])[C:16](=[O:17])[O:18][CH2:19][CH3:20])[cH:12][cH:13]1. Starting materials: ClC=1N=C(C(=[N+](C1)[O-])C)C(=O)OC (5-chloro-3-(methoxycarbonyl)-2-methylpyrazine 1-oxide), P(=O)(Cl)(Cl)Cl (phosphorus oxychloride), CN(C)C=O (DMF). Run in C1(=CC=CC=C1)C (toluene). Reaction conditions: time 1 hour. Yields the product ClC=1N=C(C(=NC1Cl)C(=O)OC)C (methyl 5,6-dichloro-3-methylpyrazine-2-carboxylate). Yield: 67.5%. Reaction SMILES: [Cl:1][C:2]1[N:3]=[C:4]([C:10]([O:12][CH3:13])=[O:11])[C:5]([CH3:9])=[N+:6]([O-])[CH:7]=1.P(Cl)(Cl)([Cl:16])=O.CN(C=O)C>C1(C)C=CC=CC=1>[Cl:16][C:7]1[N:6]=[C:5]([CH3:9])[C:4]([C:10]([O:12][CH3:13])=[O:11])=[N:3][C:2]=1[Cl:1]. Procedure: To a solution of 5-chloro-3-(methoxycarbonyl)-2-methylpyrazine 1-oxide (8.83 g, 43.6 mmol) in toluene (100 mL) at 0° C. was added phosphorus oxychloride (10 ml, 109 mmol) and DMF (1 ml, 12.91 mmol). The reaction mixture was stirred at room temperature for 1 h, and then was heated to 85° C. fort 8 h. The mixture was cooled to RT and concentrated. The residue was diluted with EtOAc and washed with saturated NaHCO3 solution. The combined organic extracts were dried (MgSO4), filtered and concentrate... Starting materials: BrC=1SC2=C(N1)C=C(C=C2)OC (2-bromo-5-methoxybenzthiazole), BrC1=CC=C(N)C=C1 (4-Bromoaniline). Solvent: CN1CCCC1=O (NMP). Yields the product BrC1=CC=C(C=C1)NC=1SC2=C(N1)C=C(C=C2)OC ((4-bromophenyl)(5-methoxybenzothiazol-2-yl)amine). As a reaction SMILES: Br[C:2]1[S:3][C:4]2[CH:10]=[CH:9][C:8]([O:11][CH3:12])=[CH:7][C:5]=2[N:6]=1.[Br:13][C:14]1[CH:20]=[CH:19][C:17]([NH2:18])=[CH:16][CH:15]=1>CN1C(=O)CCC1>[Br:13][C:14]1[CH:20]=[CH:19][C:17]([NH:18][C:2]2[S:3][C:4]3[CH:10]=[CH:9][C:8]([O:11][CH3:12])=[CH:7][C:5]=3[N:6]=2)=[CH:16][CH:15]=1. Procedure: The mixture containing 2-bromo-5-methoxybenzthiazole (1 eq), 4-Bromoaniline (2 eq) and disopropylethylamine was subjected to microwave in NMP at 220° C. The resultant mixture was concentrated and partitioned between ethyl acetate and water. The organic layer was washed with brine and dried. Purification on silica gel gave the desired product. MS: MH+=335 Starting materials: COc1c(Br)cc(F)cc1Br, CCN(C(C)C)C(C)C, O=C(C=Cc1ccccc1)C=Cc1ccccc1, O=C(C=Cc1ccccc1)C=Cc1ccccc1, O=C(C=Cc1ccccc1)C=Cc1ccccc1, [Pd], [Pd], SCc1ccccc1. Product: COc1c(Br)cc(F)cc1SCc1ccccc1. Reaction SMILES: [Br:1][c:2]1[c:3]([O:10][CH3:11])[c:4]([Br:9])[cH:5][c:6]([F:8])[cH:7]1.[CH:20]([N:21]([CH2:22][CH3:23])[CH:24]([CH3:25])[CH3:26])([CH3:27])[CH3:28].[O:31]=[C:32]([CH:33]=[CH:34][c:35]1[cH:36][cH:37][cH:38][cH:39][cH:40]1)[CH:41]=[CH:42][c:43]1[cH:44][cH:45][cH:46][cH:47][cH:48]1.[O:49]=[C:50]([CH:51]=[CH:52][c:53]1[cH:54][cH:55][cH:56][cH:57][cH:58]1)[CH:59]=[CH:60][c:61]1[cH:62][cH:63][cH:64][cH:65][cH:66]1.[O:67]=[C:68]([CH:69]=[CH:70][c:71]1[cH:72][cH:73][cH:74][cH:75][cH:76]1)[CH:77]=[CH:78][c:79]1[cH:80][cH:81][cH:82][cH:83][cH:84]1.[Pd:29].[Pd:30].[c:12]1([CH2:18][SH:19])[cH:13][cH:14][cH:15][cH:16][cH:17]1>>[c:2]1([S:19][CH2:18][c:12]2[cH:13][cH:14][cH:15][cH:16][cH:17]2)[c:3]([O:10][CH3:11])[c:4]([Br:9])[cH:5][c:6]([F:8])[cH:7]1. Starting materials: CCCC(=O)C(=COCC)C(=O)OCC, Nc1ccccc1N1C(=O)c2ccccc2C1=O. The product is CCCC(=O)C(=CNc1ccccc1N1C(=O)c2ccccc2C1=O)C(=O)OCC. Reaction SMILES: [C:19]([CH2:20][CH2:21][CH3:22])(=[O:23])[C:24]([C:25](=[O:26])[O:27][CH2:28][CH3:29])=[CH:30][O:31][CH2:32][CH3:33].[C:1]1(=[O:18])[c:2]2[c:3]([cH:14][cH:15][cH:16][cH:17]2)[C:4](=[O:13])[N:5]1[c:6]1[c:7]([NH2:8])[cH:9][cH:10][cH:11][cH:12]1>>[C:1]1(=[O:18])[c:2]2[c:3]([cH:14][cH:15][cH:16][cH:17]2)[C:4](=[O:13])[N:5]1[c:6]1[c:7]([NH:8][CH:30]=[C:24]([C:19]([CH2:20][CH2:21][CH3:22])=[O:23])[C:25](=[O:26])[O:27][CH2:28][CH3:29])[cH:9][cH:10][cH:11][cH:12]1.